Dataset: the Open Reaction Database (ORD), a public repository of structured organic reaction records. Task: describe an organic reaction: reactants, conditions, products, and yield The reactants are OC=1C=C(C(=C(C(=O)O)C1)C)[N+](=O)[O-] (5-hydroxy-2-methyl-3-nitrobenzoic acid), C([O-])([O-])=O.[Na+].[Na+] (sodium carbonate), CI (methyl iodide), C(C)(=O)OCC (ethyl acetate). The solvent is CN(C)C=O (DMF), O (water). Run at temperature 60 celsius. The product is COC=1C=C(C(=C(C(=O)OC)C1)C)[N+](=O)[O-] (methyl 5-methoxy-2-methyl-3-nitrobenzoate). RXN SMILES: [OH:1][C:2]1[CH:3]=[C:4]([N+:12]([O-:14])=[O:13])[C:5](C)=[C:6]([CH:10]=1)C(O)=O.[C:15](=O)([O-])[O-].[Na+].[Na+].CI.[C:23]([O:26][CH2:27]C)(=[O:25])[CH3:24]>CN(C=O)C.O>[CH3:15][O:1][C:2]1[CH:3]=[C:4]([N+:12]([O-:14])=[O:13])[C:5]([CH3:6])=[C:24]([CH:10]=1)[C:23]([O:26][CH3:27])=[O:25] |f:1.2.3|. Procedure details: To a stirred solution of 5-hydroxy-2-methyl-3-nitrobenzoic acid (1.50 g, 7.61 mmol) in DMF (15 mL) was added sodium carbonate (3.23 g, 30.5 mmol) and methyl iodide (1.88 mL, 30.5 mmol). The resulting reaction mixture was heated at 60° C. for 8 h. On completion, the reaction mixture was diluted with water and extraction was carried out using ethyl acetate. The combined organic layers were dried and concentrated under reduced pressure to give the crude title compound (1.7 g) which was used directl... Starting materials: [N-]=[N+]=[N-], [Na+], CN(C)C=O, O, CS(=O)(=O)OCC1CCC2CN(c3ncccn3)CCN2C1. Yields the product [N-]=[N+]=NCC1CCC2CN(c3ncccn3)CCN2C1. Reaction SMILES: [N-:24]=[N+:25]=[N-:26].[Na+:23].[O:27]=[CH:28][N:29]([CH3:30])[CH3:31].[OH2:32].[n:1]1[c:2]([N:7]2[CH2:8][CH:9]3[N:10]([CH2:11][CH2:12]2)[CH2:13][CH:14]([CH2:17][O:18][S:19]([CH3:20])(=[O:21])=[O:22])[CH2:15][CH2:16]3)[n:3][cH:4][cH:5][cH:6]1>>[n:1]1[c:2]([N:7]2[CH2:8][CH:9]3[N:10]([CH2:11][CH2:12]2)[CH2:13][CH:14]([CH2:17][N:24]=[N+:25]=[N-:26])[CH2:15][CH2:16]3)[n:3][cH:4][cH:5][cH:6]1. Solvent: C(C)O (ethanol). Procedure: In the manner given in Example 2, solution of hydrazine hydrate in ethanol is reacted at 65° C. with 8-fluoro-1-[(phthalimidooxy)methyl]-6-phenyl-4H-s-triazolo[4,3-a][1,4]benzodiazepine to give 1-(aminooxy)methyl]-8-fluoro-6phenyl-4H-s-triazolo[4,3-a][1,4]-benzodiazepine. As a reaction SMILES: O.NN.[F:4][C:5]1[CH:6]=[CH:7][C:8]2[N:14]3[C:15](CON4C(=O)C5=CC=CC=C5C4=O)=[N:16][N:17]=[C:13]3[CH2:12][N:11]=[C:10]([C:31]3[CH:36]=[CH:35][CH:34]=[CH:33][CH:32]=3)[C:9]=2[CH:37]=1>C(O)C>[F:4][C:5]1[CH:6]=[CH:7][C:8]2[N:14]3[CH:15]=[N:16][N:17]=[C:13]3[CH2:12][N:11]=[C:10]([C:31]3[CH:36]=[CH:35][CH:34]=[CH:33][CH:32]=3)[C:9]=2[CH:37]=1 |f:0.1|. Product: FC=1C=CC2=C(C(=NCC=3N2C=NN3)C3=CC=CC=C3)C1 (8-fluoro-6phenyl-4H-s-triazolo[4,3-a][1,4]-benzodiazepine). Starting materials: O.NN (hydrazine hydrate), FC=1C=CC2=C(C(=NCC=3N2C(=NN3)CON3C(C=2C(C3=O)=CC=CC2)=O)C2=CC=CC=C2)C1 (8-fluoro-1-[(phthalimidooxy)methyl]-6-phenyl-4H-s-triazolo[4,3-a][1,4]benzodiazepine). The reactants are BrC=1C=CC(=NC1)O (5-bromopyridin-2-ol), ClS(=O)(=O)O (chlorosulfonic acid), N (ammonia). Reaction conditions: time 1 hour. The product is BrC=1C=C(C(=NC1)O)S(=O)(=O)N (5-bromo-2-hydroxypyridine-3-sulfonamide). RXN SMILES: [Br:1][C:2]1[CH:3]=[CH:4][C:5]([OH:8])=[N:6][CH:7]=1.[NH3:9].Cl[S:11]([OH:14])(=O)=[O:12]>>[Br:1][C:2]1[CH:3]=[C:4]([S:11]([NH2:9])(=[O:14])=[O:12])[C:5]([OH:8])=[N:6][CH:7]=1. Procedure details: A solution of 5-bromopyridin-2-ol (0.5 g, 2.8 mmol) in chlorosulfonic acid (10 mL) was heated to 150° C. for 16 h. After this time, the reaction mixture was added dropwise to a pre-cooled aqueous ammonia solution (100 mL) at 0° C. The resulting mixture was stirred for 1 h. The aqueous layer was then extracted with ethyl acetate (150 mL), dried and concentrated to yield a residue. The residue was purified by ISCO chromatography using 3% methanol in DCM to yield 5-bromo-2-hydroxypyridine-3-sulfona... Starting materials: C(CCC)C=1N=NC(=CC1C=1C=CC(=C(C(=O)NC(CO)(C)C)C1)OC1CCCCC1)OC1CCN(CC1)C (5-[3-butyl-6-(1-methyl-piperidin-4-yloxy)-pyridazin-4-yl]-2-cyclohexyloxy-N-(2-hydroxy-1,1-dimethyl-ethyl)-benzamide), C(C)(C)N=C=NC(C)C (N,N′-diisopropylcarbodiimide), C(C)(C)N=C=NC(C)C (N,N′-diisopropylcarbodiimide). The reagents and catalysts are FC(S(=O)(=O)[O-])(F)F.[Cu+2].FC(S(=O)(=O)[O-])(F)F (copper(II) trifluoromethanesulfonate), FC(S(=O)(=O)[O-])(F)F.[Cu+2].FC(S(=O)(=O)[O-])(F)F (Copper(II) trifluoromethanesulfonate). Run in O1CCOCC1 (dioxane). Conditions: temperature 100 celsius. Product: C(CCC)C=1N=NC(=CC1C1=CC(=C(C=C1)OC1CCCCC1)C=1OCC(N1)(C)C)OC1CCN(CC1)C (3-butyl-4-[4-cyclohexyloxy-3-(4,4-dimethyl-4,5-dihydro-oxazol-2-yl)-phenyl]-6-(1-methyl-piperidin-4-yloxy)-pyridazine). Yield: 59.4%. RXN SMILES: [CH2:1]([C:5]1[N:6]=[N:7][C:8]([O:32][CH:33]2[CH2:38][CH2:37][N:36]([CH3:39])[CH2:35][CH2:34]2)=[CH:9][C:10]=1[C:11]1[CH:12]=[CH:13][C:14]([O:25][CH:26]2[CH2:31][CH2:30][CH2:29][CH2:28][CH2:27]2)=[C:15]([CH:24]=1)[C:16]([NH:18][C:19]([CH3:23])([CH3:22])[CH2:20]O)=[O:17])[CH2:2][CH2:3][CH3:4].C(N=C=NC(C)C)(C)C>FC(F)(F)S([O-])(=O)=O.[Cu+2].FC(F)(F)S([O-])(=O)=O.O1CCOCC1>[CH2:1]([C:5]1[N:6]=[N:7][C:8]([O:32][CH:33]2[CH2:34][CH2:35][N:36]([CH3:39])[CH2:37][CH2:38]2)=[CH:9][C:10]=1[C:11]1[CH:12]=[CH:13][C:14]([O:25][CH:26]2[CH2:27][CH2:28][CH2:29][CH2:30][CH2:31]2)=[C:15]([C:16]2[O:17][CH2:20][C:19]([CH3:22])([CH3:23])[N:18]=2)[CH:24]=1)[CH2:2][CH2:3][CH3:4] |f:2.3.4|. Reported procedure: A mixture of 5-[3-butyl-6-(1-methyl-piperidin-4-yloxy)-pyridazin-4-yl]-2-cyclohexyloxy-N-(2-hydroxy-1,1-dimethyl-ethyl)-benzamide (0.163 mmol, 87.7 mg), copper(II) trifluoromethanesulfonate (0.01 mmol, 3.6 mg), N,N′-diisopropylcarbodiimide (0.163 mmol, 20.6 mg) and dioxane (1 mL) was heated at 100° C. for 1 h. Copper(II) trifluoromethanesulfonate (0.01 mmol, 3.6 mg) and N,N′-diisopropylcarbodiimide (0.163 mmol, 20.6 mg) were added again and the reaction mixture was heated at 100° C. for another ...